Dataset: the Open Reaction Database (ORD), a public repository of structured organic reaction records. Task: describe an organic reaction: reactants, conditions, products, and yield Reactants: diester, C(C1=CC=CC=C1)(=O)NC(CCCC1=CC=CC=C1)P(=O)(OCOC(C(C)(C)C)=O)CC(=O)N1[C@H](C(=O)OCC2=CC=CC=C2)CCC1 ((±)-1-[[[1-(Benzoylamino)-4-phenylbutyl][(2,2-dimethyl-1-oxopropoxy)methoxy]phosphinyl]acetyl]-L-proline, phenylmethyl ester). The reagents and catalysts are [Pd] (palladium on carbon). The solvent is CO (methanol). The product is C(C1=CC=CC=C1)(=O)NC(CCCC1=CC=CC=C1)P(=O)(OCOC(C(C)(C)C)=O)CC(=O)N1[C@H](C(=O)O)CCC1 ((±)-1-[[[1-(benzoylamino)-4-phenylbutyl][(2,2-dimethyl-1-oxopropoxy)methoxy]phosphinyl]acetyl]-L-proline). Reaction SMILES: [C:1]([NH:9][CH:10]([P:20]([CH2:31][C:32]([N:34]1[CH2:48][CH2:47][CH2:46][C@H:35]1[C:36]([O:38]CC1C=CC=CC=1)=[O:37])=[O:33])([O:22][CH2:23][O:24][C:25](=[O:30])[C:26]([CH3:29])([CH3:28])[CH3:27])=[O:21])[CH2:11][CH2:12][CH2:13][C:14]1[CH:19]=[CH:18][CH:17]=[CH:16][CH:15]=1)(=[O:8])[C:2]1[CH:7]=[CH:6][CH:5]=[CH:4][CH:3]=1>CO.[Pd]>[C:1]([NH:9][CH:10]([P:20]([CH2:31][C:32]([N:34]1[CH2:48][CH2:47][CH2:46][C@H:35]1[C:36]([OH:38])=[O:37])=[O:33])([O:22][CH2:23][O:24][C:25](=[O:30])[C:26]([CH3:28])([CH3:29])[CH3:27])=[O:21])[CH2:11][CH2:12][CH2:13][C:14]1[CH:19]=[CH:18][CH:17]=[CH:16][CH:15]=1)(=[O:8])[C:2]1[CH:7]=[CH:6][CH:5]=[CH:4][CH:3]=1. Procedure: A solution of the diester product from part (a) in methanol is added to a 10% palladium on carbon catalyst and the resulting mixture is shaken in a Parr hydrogenation apparatus for several hours. The catalyst is filtered off and the methanol is stripped from the filtrate. The crude product is chromatographed on silica gel to yield (±)-1-[[[1-(benzoylamino)-4-phenylbutyl][(2,2-dimethyl-1-oxopropoxy)methoxy]phosphinyl]acetyl]-L-proline. The reactants are BrC1=CC=C(C=C1)C (4-bromotoluene), Grignard reagent, [Cl-].[NH4+] (ammonium chloride), [Mg] (magnesium), CN(C)C(C1C(CCCC1)=O)C1=CC=CC=C1 (2-(dimethylaminophenylmethyl)cyclohexanone), crude base. Solvent: CCOCC (ether), CCOCC (ether), CCOCC (ether). Product: Cl.CN(C)C(C1C(CCCC1)(O)C1=CC=C(C=C1)C)C1=CC=CC=C1 (2-(dimethylaminophenylmethyl)-1-p-tolylcyclohexanol, hydrochloride). Yield: 27.8%. Reaction SMILES: [Mg].Br[C:3]1[CH:8]=[CH:7][C:6]([CH3:9])=[CH:5][CH:4]=1.[CH3:10][N:11]([CH:13]([C:21]1[CH:26]=[CH:25][CH:24]=[CH:23][CH:22]=1)[CH:14]1[CH2:19][CH2:18][CH2:17][CH2:16][C:15]1=[O:20])[CH3:12].[Cl-:27].[NH4+]>CCOCC>[ClH:27].[CH3:12][N:11]([CH:13]([C:21]1[CH:22]=[CH:23][CH:24]=[CH:25][CH:26]=1)[CH:14]1[CH2:19][CH2:18][CH2:17][CH2:16][C:15]1([C:3]1[CH:8]=[CH:7][C:6]([CH3:9])=[CH:5][CH:4]=1)[OH:20])[CH3:10] |f:3.4,6.7|. Reported procedure: 0.50 g (20.7 mmole) of magnesium turnings was stirred in 10 ml of ether of analysis purity. 2.55 ml (20.7 mmole) of 4-bromotoluene dissolved in 20 ml of ether were added dropwise so that the reaction mixture boiled gently. After completion of the addition the reaction mixture was stirred for a further hour at RT. 4.0 g (17.3 mmole) of the 2-(dimethylaminophenylmethyl)cyclohexanone prepared according to Example 1 were dissolved in 10 ml of ether, added dropwise to the Grignard reagent while cooli... Product: CN(C)c1ccc(NC(=O)C=Cc2ccccc2)cc1. As a reaction SMILES: [C:11]([CH:12]=[CH:13][c:14]1[cH:15][cH:16][cH:17][cH:18][cH:19]1)(=[O:20])[NH2:21].[CH3:1][N:2]([c:3]1[cH:4][cH:5][c:6]([Br:9])[cH:7][cH:8]1)[CH3:10].[Cu:28][I:29].[K+:22].[K+:23].[O-:24][C:25]([O-:26])=[O:27]>>[CH3:1][N:2]([c:3]1[cH:4][cH:5][c:6]([NH:21][C:11]([CH:12]=[CH:13][c:14]2[cH:15][cH:16][cH:17][cH:18][cH:19]2)=[O:20])[cH:7][cH:8]1)[CH3:10]. Reactants: NC(=O)C=Cc1ccccc1, CN(C)c1ccc(Br)cc1, [Cu]I, [K+], [K+], O=C([O-])[O-].